Dataset: the Open Reaction Database (ORD), a public repository of structured organic reaction records. Task: describe an organic reaction: reactants, conditions, products, and yield Starting materials: C(CCC)[Sn](CCCC)(CCCC)Cl (tributyltin chloride), C(CCC)[Li] (n-butyl lithium), BrC=1C=NN(C1)C (4-Bromo-1-methyl-1H-pyrazole). Run in C(C)OCC (diethyl ether), C(C)OCC (diethyl ether), hexanes, C(C)OCC (diethyl ether), C(C)OCC (diethyl ether). Yields the product CN1N=CC(=C1)[Sn](CCCC)(CCCC)CCCC (1-Methyl-4-tributylstannyl-1H-pyrazole). RXN SMILES: C([Li])CCC.Br[C:7]1[CH:8]=[N:9][N:10]([CH3:12])[CH:11]=1.[CH2:13]([Sn:17](Cl)([CH2:22][CH2:23][CH2:24][CH3:25])[CH2:18][CH2:19][CH2:20][CH3:21])[CH2:14][CH2:15][CH3:16]>C(OCC)C>[CH3:12][N:10]1[CH:11]=[C:7]([Sn:17]([CH2:18][CH2:19][CH2:20][CH3:21])([CH2:22][CH2:23][CH2:24][CH3:25])[CH2:13][CH2:14][CH2:15][CH3:16])[CH:8]=[N:9]1. Procedure: To a precooled (<−10° C. internal temperature) solution of 1.6M n-butyl lithium in hexanes (100 ml) in anhydrous diethyl ether (100 ml) under argon was added a solution of 4-bromo-1-methyl-1H-pyrazole (23.42 g) from Example 111 in diethyl ether (50 ml) at a rate to maintain the temperature. The reaction was allowed to stir for a further 20 minutes before tributyltin chloride (43.4 ml) was added in diethyl ether (50 ml). The reaction temperature was allowed to rise to 20° C. The reaction was dilu... The reactants are [Br-], BrCCCCBr, CC[N+](CC)(CC)CC, [K+], O=C1CCCN1, C1CCOC1, [OH-]. The product is O=C1CCCN1CCCCBr. As a reaction SMILES: [Br-:20].[Br:9][CH2:10][CH2:11][CH2:12][CH2:13][Br:14].[CH2:21]([N+:22]([CH2:23][CH3:24])([CH2:25][CH3:26])[CH2:27][CH3:28])[CH3:29].[K+:2].[NH:3]1[C:4](=[O:8])[CH2:5][CH2:6][CH2:7]1.[O:15]1[CH2:16][CH2:17][CH2:18][CH2:19]1.[OH-:1]>>[N:3]1([CH2:13][CH2:12][CH2:11][CH2:10][Br:9])[C:4](=[O:8])[CH2:5][CH2:6][CH2:7]1. Reactants: B(OC(C)C)(OC(C)C)OC(C)C (triisopropyl borate), C(CCC)[Li] (butyllithium), C([O-])(O)=O.[Na+] (sodium bicarbonate), ClC=1C2=C(N=CN1)N(C=C2I)C2CCCC2 (4-chloro-7-cyclopentyl-5-iodopyrrolo[2,3-d]pyrimidine), O(C1=CC=CC=C1)C1=C(C=CC=C1)[B-](F)(F)F.[K+] (potassium (2-phenoxyphenyl)trifluoroborate), O(C1=CC=CC=C1)C1=C(C=CC=C1)Br (2-phenoxybromobenzene), F.[K] (potassium hydrogen fluoride). The reagents and catalysts are C1=CC=C(C=C1)P(C2=CC=CC=C2)C3=CC=CC=C3.C1=CC=C(C=C1)P(C2=CC=CC=C2)C3=CC=CC=C3.Cl[Pd]Cl (bis(triphenylphosphine)palladium (II) chloride). Run in C1(=CC=CC=C1)C (toluene), O (water), C(C)O (ethanol), O1CCCC1 (tetrahydrofuran). Run at temperature 105 celsius. The product is ClC=1C2=C(N=CN1)N(C=C2C2=C(C=CC=C2)OC2=CC=CC=C2)C2CCCC2 (4-chloro-7-cyclopentyl-5-(2-phenoxyphenyl)pyrrolo[2,3-d]pyrimidine). RXN SMILES: [Cl:1][C:2]1[C:3]2[C:10](I)=[CH:9][N:8]([CH:12]3[CH2:16][CH2:15][CH2:14][CH2:13]3)[C:4]=2[N:5]=[CH:6][N:7]=1.[O:17]([C:24]1[CH:29]=[CH:28][CH:27]=[CH:26][C:25]=1[B-](F)(F)F)[C:18]1[CH:23]=[CH:22][CH:21]=[CH:20][CH:19]=1.[K+].O(C1C=CC=CC=1Br)C1C=CC=CC=1.C([Li])CCC.B(OC(C)C)(OC(C)C)OC(C)C.F.[K].C(=O)(O)[O-].[Na+]>O1CCCC1.C1(C)C=CC=CC=1.C1C=CC(P(C2C=CC=CC=2)C2C=CC=CC=2)=CC=1.C1C=CC(P(C2C=CC=CC=2)C2C=CC=CC=2)=CC=1.Cl[Pd]Cl.O.C(O)C>[Cl:1][C:2]1[C:3]2[C:10]([C:19]3[CH:20]=[CH:21][CH:22]=[CH:23][C:18]=3[O:17][C:24]3[CH:25]=[CH:26][CH:27]=[CH:28][CH:29]=3)=[CH:9][N:8]([CH:12]3[CH2:16][CH2:15][CH2:14][CH2:13]3)[C:4]=2[N:5]=[CH:6][N:7]=1 |f:1.2,6.7,8.9,12.13.14,^1:67|. Reported procedure: A mixture of 4-chloro-7-cyclopentyl-5-iodopyrrolo[2,3-d]pyrimidine (1.26 g) and potassium (2-phenoxyphenyl)trifluoroborate (1.0 g, prepared by reacting 2-phenoxybromobenzene with butyllithium in tetrahydrofuran at -70° C. followed by triisopropyl borate (IV) followed by potassium hydrogen fluoride by a method analogous to that described in J. Org. Chem. 1995, 60, 3020-3027), in degassed toluene (40 ml), ethanol (10 ml) and water (10 ml) was stirred under nitrogen and bis(triphenylphosphine)palla... Reactants: C(C)(C)(C)OC(C(=O)OC)C=1C(=C2C(=NC1C)NC=C2)C=2C=C1CCCOC1=CC2 (methyl 2-(tert-butoxy)-2-(4-(chroman-6-yl)-6-methyl-1H-pyrrolo[2,3-b]pyridin-5-yl)acetate), FC1=C(CBr)C(=CC=C1)OC (2-fluoro-6-methoxybenzyl bromide). The product is C(C)(C)(C)OC(C(=O)O)C=1C(=C2C(=NC1C)N(C=C2)CC2=C(C=CC=C2OC)F)C=2C=C1CCCOC1=CC2 (2-(tert-butoxy)-2-(4-(chroman-6-yl)-1-(2-fluoro-6-methoxybenzyl)-6-methyl-1H-pyrrolo[2,3-b]pyridin-5-yl)acetic acid). RXN SMILES: [C:1]([O:5][CH:6]([C:11]1[C:12]([C:21]2[CH:22]=[C:23]3[C:28](=[CH:29][CH:30]=2)[O:27][CH2:26][CH2:25][CH2:24]3)=[C:13]2[CH:20]=[CH:19][NH:18][C:14]2=[N:15][C:16]=1[CH3:17])[C:7]([O:9]C)=[O:8])([CH3:4])([CH3:3])[CH3:2].[F:31][C:32]1[CH:39]=[CH:38][CH:37]=[C:36]([O:40][CH3:41])[C:33]=1[CH2:34]Br>>[C:1]([O:5][CH:6]([C:11]1[C:12]([C:21]2[CH:22]=[C:23]3[C:28](=[CH:29][CH:30]=2)[O:27][CH2:26][CH2:25][CH2:24]3)=[C:13]2[CH:20]=[CH:19][N:18]([CH2:34][C:33]3[C:36]([O:40][CH3:41])=[CH:37][CH:38]=[CH:39][C:32]=3[F:31])[C:14]2=[N:15][C:16]=1[CH3:17])[C:7]([OH:9])=[O:8])([CH3:2])([CH3:4])[CH3:3]. Procedure: The title compound was prepared in a manner similar to that described in Example 27, Step H from methyl 2-(tert-butoxy)-2-(4-(chroman-6-yl)-6-methyl-1H-pyrrolo[2,3-b]pyridin-5-yl)acetate and 2-fluoro-6-methoxybenzyl bromide. 1H NMR (400 MHz, CHLOROFORM-d) δ ppm 7.48-7.40 (m, 1 H), 7.32-7.28 (m, 1 H), 7.26-7.17 (m, 1 H), 7.04-6.99 (m, 1 H), 6.90 (dd, J=6.3, 8.3 Hz, 1 H), 6.78-6.69 (m, 2 H), 6.16-6.09 (m, 1 H), 5.62-5.55 (m, 2 H), 5.50-5.42 (m, 1 H), 4.30-4.24 (m, 2 H), 3.83 (d, J=1.8 Hz, 3 H), 2.... Reactants: O=C(O)c1cc(Cl)c2cccnc2c1O, Nc1ccc(Cl)cc1, O, Cc1ccccc1C. The product is O=C(Nc1ccc(Cl)cc1)c1cc(Cl)c2cccnc2c1O. As a reaction SMILES: [Cl:1][c:2]1[c:3]2[cH:4][cH:5][cH:6][n:7][c:8]2[c:9]([OH:15])[c:10]([C:12](=[O:13])[OH:14])[cH:11]1.[NH2:16][c:17]1[cH:18][cH:19][c:20]([Cl:21])[cH:22][cH:23]1.[OH2:24].[c:25]1([CH3:26])[c:27]([CH3:28])[cH:29][cH:30][cH:31][cH:32]1>>[Cl:1][c:2]1[c:3]2[cH:4][cH:5][cH:6][n:7][c:8]2[c:9]([OH:15])[c:10]([C:12](=[O:14])[NH:16][c:17]2[cH:18][cH:19][c:20]([Cl:21])[cH:22][cH:23]2)[cH:11]1.